Dataset: the Open Reaction Database (ORD), a public repository of structured organic reaction records. Task: describe an organic reaction: reactants, conditions, products, and yield Starting materials: OCCCCC1=CC(=C(C=C1)O)N=NC1=C(C=CC=C1)[N+](=O)[O-] (4-(4-hydroxybutyl)-2-[(2-nitrophenyl)azo]phenol). Reagents/catalysts: [Zn] (zinc). Solvent: aqueous solution, [OH-].[Na+] (sodium hydroxide), [OH-].[Na+] (sodium hydroxide). The product is N=1N(N=C2C1C=CC=C2)C2=C(C=CC(=C2)CCCCO)O (2-(2H-benzotriazole-2-yl)-4-(4-hydroxybutyl)phenol). The yield is 86.5%. Reaction SMILES: [OH:1][CH2:2][CH2:3][CH2:4][CH2:5][C:6]1[CH:11]=[CH:10][C:9]([OH:12])=[C:8]([N:13]=[N:14][C:15]2[CH:20]=[CH:19][CH:18]=[CH:17][C:16]=2[N+:21]([O-])=O)[CH:7]=1>[OH-].[Na+].[Zn]>[N:14]1[N:13]([C:8]2[CH:7]=[C:6]([CH2:5][CH2:4][CH2:3][CH2:2][OH:1])[CH:11]=[CH:10][C:9]=2[OH:12])[N:21]=[C:16]2[CH:17]=[CH:18][CH:19]=[CH:20][C:15]=12 |f:1.2|. Reported procedure: 6.03 g (18 mmols) of crude 4-(4-hydroxybutyl)-2-[(2-nitrophenyl)azo]phenol synthesized in Example 15 was dissolved in 18 ml of aqueous solution of 2N sodium hydroxide. 9 ml of previously prepared aqueous solution of 25% sodium hydroxide and 5.4 g (83 mmols) of zinc powder were simultaneously added over a period of about 3 hours. The subsequent treatment was carried out in the same manner as in Example 6, giving 4.41 g of 2-(2H-benzotriazole-2-yl)-4-(4-hydroxybutyl)phenol as pale yellow crystals ...